Dataset: the Open Reaction Database (ORD), a public repository of structured organic reaction records. Task: describe an organic reaction: reactants, conditions, products, and yield Reactants: C1(CCCCC1)C=1C=C2C(=C(C(N(C2=NC1)C)=O)C(CCC(=O)OC)=O)O (Methyl 4-(6-cyclohexyl-4-hydroxy-1-methyl-2-oxo-1,2-dihydro-1,8-naphthyridin-3-yl)-4-oxobutanoate), [H][H] (hydrogen), C(C)(=O)OCC (ethyl acetate). Reagents/catalysts: [Pd] (palladium black). The solvent is C(C)O (ethanol). Product: C1(CCCCC1)C=1C=C2C(=C(C(N(C2=NC1)C)=O)C(CCC(=O)O)=O)O (4-(6-Cyclohexyl-4-hydroxy-1-methyl-2-oxo-1,2-dihydro-1,8-naphthyridin-3-yl)-4-oxobutanoic acid). Reaction SMILES: [CH:1]1([C:7]2[CH:8]=[C:9]3[C:14](=[N:15][CH:16]=2)[N:13]([CH3:17])[C:12](=[O:18])[C:11]([C:19](=[O:26])[CH2:20][CH2:21][C:22]([O:24]C)=[O:23])=[C:10]3[OH:27])[CH2:6][CH2:5][CH2:4][CH2:3][CH2:2]1.[H][H].C(OCC)(=O)C>[Pd].C(O)C>[CH:1]1([C:7]2[CH:8]=[C:9]3[C:14](=[N:15][CH:16]=2)[N:13]([CH3:17])[C:12](=[O:18])[C:11]([C:19](=[O:26])[CH2:20][CH2:21][C:22]([OH:24])=[O:23])=[C:10]3[OH:27])[CH2:2][CH2:3][CH2:4][CH2:5][CH2:6]1. Procedure details: Methyl 4-(6-cyclohexyl-4-hydroxy-1-methyl-2-oxo-1,2-dihydro-1,8-naphthyridin-3-yl)-4-oxobutanoate. The title compound is prepared by hydrogenation with palladium black in the presence of hydrogen gas in a suitable solvent such as ethyl acetate or ethanol.